The task is: describe an organic reaction: reactants, conditions, products, and yield. This data is from the Open Reaction Database (ORD), a public repository of structured organic reaction records. Starting materials: FC1=C(C=C(C(=C1)F)F)C1C(CC2(OCCO2)CC1)C(=O)[O-] (8-(2,4,5-trifluorophenyl)-1,4-dioxaspiro[4.5]decane-7-carboxylate), C[O-].[Na+] (sodium methoxide). The solvent is CO (methanol). The product is FC1=C(C=C(C(=C1)F)F)[C@H]1[C@@H](CC2(OCCO2)CC1)C(=O)OC (trans Methyl 8-(2,4,5-trifluorophenyl)-1,4-dioxaspiro[4.5]decane-7-carboxylate). Reaction SMILES: [F:1][C:2]1[CH:7]=[C:6]([F:8])[C:5]([F:9])=[CH:4][C:3]=1[CH:10]1[CH2:19][CH2:18][C:13]2([O:17][CH2:16][CH2:15][O:14]2)[CH2:12][CH:11]1[C:20]([O-:22])=[O:21].[CH3:23][O-].[Na+]>CO>[F:1][C:2]1[CH:7]=[C:6]([F:8])[C:5]([F:9])=[CH:4][C:3]=1[C@@H:10]1[CH2:19][CH2:18][C:13]2([O:14][CH2:15][CH2:16][O:17]2)[CH2:12][C@H:11]1[C:20]([O:22][CH3:23])=[O:21] |f:1.2|. Procedure details: To a stirred solution of 8-(2,4,5-trifluorophenyl)-1,4-dioxaspiro[4.5]decane-7-carboxylate (1.95 g, 5.9 mmol) in methanol (50 mL) was added sodium methoxide (0.5M in methanol, 14.2 ml, 7.1 mmol), and the resulting solution was refluxed overnight under a nitrogen atmosphere, cooled to room temperature and evaporated to yield the crude product which was purified by chromatography on a Biotage® system (silica gel, ethyl acetate in hexanes gradient 25-54%) to yield the title compound containing some... Reactants: O1C(CCCC1)O[C@@H]1CC[C@H](CC1)C(C)(C)O (2-((trans)-4-(tetrahydro-2H-pyran-2-yloxy)cyclohexyl)propan-2-ol), [H-].[Na+] (NaH), O (Water), CI (CH3I). The solvent is C1CCOC1 (THF). Reaction conditions: temperature 50 celsius, time 2 hour. Yields the product COC(C)(C)[C@@H]1CC[C@H](CC1)OC1OCCCC1 (2-((trans)-4-(2-methoxypropan-2-yl)cyclohexyloxy)tetrahydro-2H-pyran). Yield: 72.0%. As a reaction SMILES: [O:1]1[CH2:6][CH2:5][CH2:4][CH2:3][CH:2]1[O:7][C@H:8]1[CH2:13][CH2:12][C@H:11]([C:14]([OH:17])([CH3:16])[CH3:15])[CH2:10][CH2:9]1.[H-].[Na+].[CH3:20]I.O>C1COCC1>[CH3:20][O:17][C:14]([C@H:11]1[CH2:12][CH2:13][C@H:8]([O:7][CH:2]2[CH2:3][CH2:4][CH2:5][CH2:6][O:1]2)[CH2:9][CH2:10]1)([CH3:15])[CH3:16] |f:1.2|. Procedure: To a solution of 2-((trans)-4-(tetrahydro-2H-pyran-2-yloxy)cyclohexyl)propan-2-ol (1.56 g, 6.5 mmol) in THF (10 mL) was added NaH (300 mg, 13 mmol, 2.0 eq) slowly at r.t. and then CH3I (1.96 g, 13 mmol, 2.0 eq) was added in one portion. The mixture was stirred at 50° C. for 2 h, Water (10 mL) was added and the mixture was extracted with EA (30 mL×3), dried and concentrated to give the title compound as a colorless oil (1.2 g, yield: 72%). 1H NMR (400 MHz, CDCl3) δ: 4.64 (t, 1H), 3.93-3.89 (m, 2H... Reactants: N1=CC=C(C=C1)OC1=CC=C(C=O)C=C1 (4-(4-pyridinoxy)benzaldehyde), Cl.NNC(=O)N (semicarbazide hydrochloride), C(C)(=O)[O-].[Na+] (sodium acetate). Solvent: C(C)O (ethanol), O (water), C(C)(=O)OCC (ethyl acetate). Conditions: time 30 minute. Product: N1=CC=C(C=C1)OC1=CC=C(C=NNC(=O)N)C=C1 (4-(4-Pyridinoxy)benzaldehyde semicarbazone). Isolated yield 96.9%. As a reaction SMILES: [N:1]1[CH:6]=[CH:5][C:4]([O:7][C:8]2[CH:15]=[CH:14][C:11]([CH:12]=O)=[CH:10][CH:9]=2)=[CH:3][CH:2]=1.Cl.[NH2:17][NH:18][C:19]([NH2:21])=[O:20].C([O-])(=O)C.[Na+]>C(O)C.O.C(OCC)(=O)C>[N:1]1[CH:6]=[CH:5][C:4]([O:7][C:8]2[CH:15]=[CH:14][C:11]([CH:12]=[N:17][NH:18][C:19]([NH2:21])=[O:20])=[CH:10][CH:9]=2)=[CH:3][CH:2]=1 |f:1.2,3.4|. Reported procedure: To a solution of 4-(4-pyridinoxy)benzaldehyde (570 mg, 2.86 mmol) in ethanol (10 mL) was added a solution of semicarbazide hydrochloride (350 mg, 3.03 mmol) and sodium acetate (235 mg, 2.86 mmol) in water (5 mL). The mixture was stirred at room temperature for 30 min., diluted with ethyl acetate (75 mL), washed with 2N NaOH, water and brine, dried over Na2SO4, concentrated in vacuo to yield the title compound as a white solid (720 mg, 2.77 mmol, 97%), mp: 212-213° C. 1H NMR (DMSO-d6): δ 10.29 (s... The reactants are C[O-].[Na+] (sodium methoxide), ClS(=O)(=O)O (Chlorosulfonic acid), Cl (HCl), CC(CCCCCCO)CCCCC (7-methyldodecanol). The solvent is C(Cl)(Cl)Cl (chloroform). Conditions: temperature 27.5 celsius. Yields the product CC(CCCCC=CO)CCCCC (7-Methyldodecene-1-ol). Reaction SMILES: [CH3:1][CH:2]([CH2:10][CH2:11][CH2:12][CH2:13][CH3:14])[CH2:3][CH2:4][CH2:5][CH2:6][CH2:7][CH2:8][OH:9].ClS(O)(=O)=O.Cl.C[O-].[Na+]>C(Cl)(Cl)Cl>[CH3:1][CH:2]([CH2:10][CH2:11][CH2:12][CH2:13][CH3:14])[CH2:3][CH2:4][CH2:5][CH2:6][CH:7]=[CH:8][OH:9] |f:3.4|. Reported procedure: Into a dried 1L 3 neck round bottom flask fitted with a nitrogen inlet, dropping funnel, thermometer, mechanical stirring and nitrogen outlet is added chloroform (300 ml) and 7-methyldodecanol (100 g, 0.5 mol). Chlorosulfonic acid (60 g, 0.509 mol) is slowly added to the stirred mixture while maintaining 25-30° C. temperature with a ice bath. Once HCl evolution has stopped (1 hr.) slowly add sodium methoxide (25% in methanol) while keeping temperature at 25-30° C. until an aliquot at 5% concentr...